This data is from the Open Reaction Database (ORD), a public repository of structured organic reaction records. The task is: describe an organic reaction: reactants, conditions, products, and yield Reactants: C(=O)([O-])[O-].[Na+].[Na+] (Na2CO3), BrC=1C=C(C=O)C=C(C1)C(F)(F)F (3-bromo-5-(trifluoromethyl)benzaldehyde), CC1(OB(OC1(C)C)\C=C\COC)C (4,4,5,5-tetramethyl-2-[(1E)-3-(methyloxy)-1-propen-1-yl]-1,3,2-dioxaborolane), trans-bis(triphenylphosphine) palladium(II) bromide. Run in CN(C)C=O (DMF), O (water). Reaction conditions: temperature 100 celsius, time 2 hour. Product: COC/C=C/C=1C=C(C=O)C=C(C1)C(F)(F)F (3-[(1E)-3-Methoxyprop-1-en-1-yl]-5-(trifluoromethyl)benzaldehyde). RXN SMILES: Br[C:2]1[CH:3]=[C:4]([CH:7]=[C:8]([C:10]([F:13])([F:12])[F:11])[CH:9]=1)[CH:5]=[O:6].CC1(C)C(C)(C)OB(/[CH:22]=[CH:23]/[CH2:24][O:25][CH3:26])O1.C([O-])([O-])=O.[Na+].[Na+]>CN(C=O)C.O>[CH3:26][O:25][CH2:24]/[CH:23]=[CH:22]/[C:2]1[CH:3]=[C:4]([CH:7]=[C:8]([C:10]([F:13])([F:12])[F:11])[CH:9]=1)[CH:5]=[O:6] |f:2.3.4|. Procedure: To a solution of 3-bromo-5-(trifluoromethyl)benzaldehyde (1 eq.) from the previous step and 4,4,5,5-tetramethyl-2-[(1E)-3-(methyloxy)-1-propen-1-yl]-1,3,2-dioxaborolane (1.5 eq.) in DMF (0.2 M) was added trans-bis(triphenylphosphine) palladium(II) bromide (0.05 eq.). The vessel was repeatedly evacuated and back-filled with nitrogen. Finally, 2 M aq. Na2CO3 (3 eq.) was added and the resulting mixture was stirred at 100° C. for 2 h. The now black suspension was cooled to RT, diluted with water and... Reactants: BrC1=CC2=C(N3C4=C(C(N2)=O)C=CC=C4CC3)C=C1 (9-bromo-1,2-dihydro-benzo[b]pyrrolo[3,2,1-jk][1,4]benzodiazepin-6-one), [OH-].[Na+] (sodium hydroxide), N1CCSCC1 (thiomorpholine). Reagents/catalysts: [Ti](Cl)(Cl)(Cl)Cl (titanium tetrachloride). Solvent: C1(=CC=CC=C1)C (toluene). Yields the product BrC1=CC2=C(N3C4=C(C(=N2)N2CCSCC2)C=CC=C4CC3)C=C1 (9-Bromo-6-(4-thiomorpholinyl)-1,2-dihydrobenzo[b]pyrrolo-[3,2,1-jk][1,4]benzodiazepine). The yield is 87.9%. RXN SMILES: [Br:1][C:2]1[CH:19]=[CH:18][C:5]2[N:6]3[CH2:17][CH2:16][C:15]4[C:7]3=[C:8]([CH:12]=[CH:13][CH:14]=4)[C:9](=O)[NH:10][C:4]=2[CH:3]=1.[NH:20]1[CH2:25][CH2:24][S:23][CH2:22][CH2:21]1.[OH-].[Na+]>[Ti](Cl)(Cl)(Cl)Cl.C1(C)C=CC=CC=1>[Br:1][C:2]1[CH:19]=[CH:18][C:5]2[N:6]3[CH2:17][CH2:16][C:15]4[C:7]3=[C:8]([CH:12]=[CH:13][CH:14]=4)[C:9]([N:20]3[CH2:25][CH2:24][S:23][CH2:22][CH2:21]3)=[N:10][C:4]=2[CH:3]=1 |f:2.3|. Reported procedure: A mixture of 7.88 g (0.025 mole) of 9-bromo-1,2-dihydro-benzo[b]pyrrolo[3,2,1-jk][1,4]benzodiazepin-6-one and 1200 ml of toluene was heated under nitrogen, with stirring, until a solution resulted. Then there was added 25.8 g (0.250 mole) of thiomorpholine, followed by 14.2 g (0.075 mole) of titanium tetrachloride. The mixture was heated under reflux for 3 hours, cooled to room temperature and treated with 500 ml of 2N sodium hydroxide solution. After stirring vigorously for 15 minutes, the laye...